This data is from the Open Reaction Database (ORD), a public repository of structured organic reaction records. The task is: describe an organic reaction: reactants, conditions, products, and yield Starting materials: C(C)(C)(C)OC(=O)N1C(CCC1)CN(C)S(=O)(=O)C (2-[(methanesulfonyl-methyl-amino)-methyl]-pyrrolidine-1-carboxylic acid tert-butyl ester), Cl (hydrogen chloride), solution. Run in ClCCl (dichloromethane), C(C)OCC (diethyl ether). Run at time 72 hour. Yields the product CN(S(=O)(=O)C)CC1NCCC1 (N-methyl-N-pyrrolidin-2-ylmethyl-methanesulfonamide). Yield: 118.3%. Reaction SMILES: C(OC([N:8]1[CH2:12][CH2:11][CH2:10][CH:9]1[CH2:13][N:14]([S:16]([CH3:19])(=[O:18])=[O:17])[CH3:15])=O)(C)(C)C.Cl>ClCCl.C(OCC)C>[CH3:15][N:14]([CH2:13][CH:9]1[CH2:10][CH2:11][CH2:12][NH:8]1)[S:16]([CH3:19])(=[O:18])=[O:17]. Procedure: To a solution of 2-[(methanesulfonyl-methyl-amino)-methyl]-pyrrolidine-1-carboxylic acid tert-butyl ester (0.63 g) in dichloromethane (10 mL) at room temperature was added hydrogen chloride (3.0 mL of a 2 M solution in diethyl ether). The reaction mixture was stirred at room temperature for 72 h and then reduced in vacuo to give N-methyl-N-pyrrolidin-2-ylmethyl-methanesulfonamide as a crystalline solid (0.49 g). Reactants: COc1ccc(C(=O)OC(C(=O)O)(C(=O)c2ccc(OC)cc2)C(O)C(=O)O)cc1, O=C([O-])O, COc1ccc(-n2cnnn2)cc1C(=O)Cl, CC(C)=O, CC(C)=O, [Na+], O, OCCC1(c2ccccc2)CCNC1. The product is COc1ccc(-n2cnnn2)cc1C(=O)N1CCC(CCO)(c2ccccc2)C1. As a reaction SMILES: [C:1]([O:2][C:3]([C:4](=[O:5])[c:6]1[cH:7][cH:8][c:9]([O:10][CH3:11])[cH:12][cH:13]1)([CH:14]([C:15]([OH:16])=[O:17])[OH:18])[C:19]([OH:20])=[O:21])(=[O:22])[c:23]1[cH:24][cH:25][c:26]([O:27][CH3:28])[cH:29][cH:30]1.[C:45](=[O:46])([OH:47])[O-:48].[CH3:50][O:51][c:52]1[c:53]([C:54](=[O:55])[Cl:56])[cH:57][c:58](-[n:61]2[n:62][n:63][n:64][cH:65]2)[cH:59][cH:60]1.[CH3:67][C:68]([CH3:69])=[O:70].[CH3:71][C:72](=[O:73])[CH3:74].[Na+:49].[OH2:66].[c:31]1([C:37]2([CH2:42][CH2:43][OH:44])[CH2:38][NH:39][CH2:40][CH2:41]2)[cH:32][cH:33][cH:34][cH:35][cH:36]1>>[c:31]1([C:37]2([CH2:42][CH2:43][OH:44])[CH2:38][N:39]([C:54]([c:53]3[c:52]([O:51][CH3:50])[cH:60][cH:59][c:58](-[n:61]4[n:62][n:63][n:64][cH:65]4)[cH:57]3)=[O:55])[CH2:40][CH2:41]2)[cH:32][cH:33][cH:34][cH:35][cH:36]1. Yields the product COC(C(C)(NC(=O)C1=C(C2=CC=CC=C2C=C1)OCC=1C=NC(=CC1)OCC(F)(F)F)C)=O (2-methyl-2-({1-[6-(2,2,2-trifluoro-ethoxy)-pyridin-3-ylmethoxy]-naphthalene-2-carbonyl}-amino)-propionic acid methyl ester). The reactants are FC(COC1=CC=C(C=N1)COC1=C(C=CC2=CC=CC=C12)C(=O)O)(F)F (1-[6-(2,2,2-trifluoro-ethoxy)-pyridin-3-ylmethoxy]-naphthalene-2-carboxylic acid), ON1N=NC2=C1C=CC=C2 (1-hydroxybenzotriazole), C(C)(C)N(C(C)C)CC (N,N-diisopropylethylamine), Cl.COC(C(N)(C)C)=O (2,2-dimethylglycine methyl ester hydrochloride), C(C)(C)N(C(C)C)CC (N,N-diisopropylethylamine), Cl (HCl). Reaction conditions: time 30 minute. The solvent is CN(C)C=O (DMF), O (water). Procedure details: At 0° C. to 115 mg 1-[6-(2,2,2-trifluoro-ethoxy)-pyridin-3-ylmethoxy]-naphthalene-2-carboxylic acid in 2 mL of abs. DMF 82 mg EDC, 45 mg 1-hydroxybenzotriazole and 49 mg N,N-diisopropylethylamine were added. After 30 min at 0° C. 56 mg of 2,2-dimethylglycine methyl ester hydrochloride and 49 mg N,N-diisopropylethylamine were added. The mixture was stirred for 16 h at room temperature. The mixture was poured into cold water, acidified to pH 3 with 2M HCl, extracted with ethyl acetate, washed with... RXN SMILES: [F:1][C:2]([F:27])([F:26])[CH2:3][O:4][C:5]1[N:10]=[CH:9][C:8]([CH2:11][O:12][C:13]2[C:22]3[C:17](=[CH:18][CH:19]=[CH:20][CH:21]=3)[CH:16]=[CH:15][C:14]=2[C:23](O)=[O:24])=[CH:7][CH:6]=1.ON1C2C=CC=CC=2N=N1.C(N(CC)C(C)C)(C)C.Cl.[CH3:48][O:49][C:50](=[O:55])[C:51]([CH3:54])([CH3:53])[NH2:52].Cl>O.CN(C=O)C>[CH3:48][O:49][C:50](=[O:55])[C:51]([CH3:54])([NH:52][C:23]([C:14]1[CH:15]=[CH:16][C:17]2[C:22](=[CH:21][CH:20]=[CH:19][CH:18]=2)[C:13]=1[O:12][CH2:11][C:8]1[CH:9]=[N:10][C:5]([O:4][CH2:3][C:2]([F:27])([F:26])[F:1])=[CH:6][CH:7]=1)=[O:24])[CH3:53] |f:3.4|. Reaction SMILES: [N:1]1[CH:6]=[CH:5][CH:4]=[CH:3][CH:2]=1.F[C:8]([F:13])(F)[C:9](O)=O>ClCCl>[F:13][C:8]1[CH:5]=[CH:4][C:3]([C:5]2[CH:4]=[C:3]([CH:2]3[CH2:3][CH2:4][CH2:5][CH2:6][NH:1]3)[CH:2]=[N:1][CH:6]=2)=[CH:2][CH:9]=1. Conditions: temperature 25 celsius, time 18 hour. Procedure: The above-described pyridine derivative (1.25 g, 3.5 mmol) was dissolved in a mixture of dichloromethane (10 mL) and trifluoroacetic acid (10 mL) and this was stirred at 25° C. for 18 h. The solvents were removed in vacuo and the crude material dissolved in ethyl acetate (50 mL). Saturated sodium carbonate solution (30 mL) was added and the organic layer separated. The aqueous phase was extracted with two further portions of ethyl acetate (2×30 mL), the combined organic extracts washed with brin... The solvent is ClCCl (dichloromethane). The reactants are N1=CC=CC=C1 (pyridine), FC(C(=O)O)(F)F (trifluoroacetic acid). Product: FC1=CC=C(C=C1)C=1C=C(C=NC1)C1NCCCC1 (5-(4-fluorophenyl)-3-(2-piperidinyl)pyridine). The reactants are O=C(Cl)c1ccccc1, CCOCC, CCCCCC, CCN(C(C)C)C(C)C, C1CCOC1, O=C(NCc1cccnc1)c1ccc2n1Cc1ccccc1NC2. Yields the product O=C(NCc1cccnc1)c1ccc2n1Cc1ccccc1N(C(=O)c1ccccc1)C2. Reaction SMILES: [C:34]([c:35]1[cH:36][cH:37][cH:38][cH:39][cH:40]1)(=[O:41])[Cl:42].[CH2:49]([O:50][CH2:51][CH3:52])[CH3:53].[CH3:43][CH2:44][CH2:45][CH2:46][CH2:47][CH3:48].[CH:25]([N:26]([CH2:27][CH3:28])[CH:29]([CH3:30])[CH3:31])([CH3:32])[CH3:33].[O:54]1[CH2:55][CH2:56][CH2:57][CH2:58]1.[n:1]1[cH:2][c:3]([CH2:7][NH:8][C:9](=[O:10])[c:11]2[cH:12][cH:13][c:14]3[n:20]2[CH2:19][c:18]2[c:17]([cH:24][cH:23][cH:22][cH:21]2)[NH:16][CH2:15]3)[cH:4][cH:5][cH:6]1>>[n:1]1[cH:2][c:3]([CH2:7][NH:8][C:9](=[O:10])[c:11]2[cH:12][cH:13][c:14]3[n:20]2[CH2:19][c:18]2[c:17]([cH:24][cH:23][cH:22][cH:21]2)[N:16]([C:34]([c:35]2[cH:36][cH:37][cH:38][cH:39][cH:40]2)=[O:41])[CH2:15]3)[cH:4][cH:5][cH:6]1.